From a dataset of the Open Reaction Database (ORD), a public repository of structured organic reaction records. describe an organic reaction: reactants, conditions, products, and yield The reactants are C(C)(C)(C)OC(NC1(CCC1)C1=CC=C(C=C1)C(C(=CN(C)C)C1=CC=CC=C1)=O)=O ({1-[4-(3-Dimethylamino-2-phenyl-acryloyl)-phenyl]-cyclobutyl}-carbamic Acid Tert-butyl Ester), C1(=CC=CC=C1)C=1C=C(NN1)N (5-Phenyl-2H-pyrazol-3-ylamine). Run in C(C)(=O)O (acetic acid), C(C)O (ethanol), C(Cl)Cl (DCM). Product: C(C)(C)(C)OC(NC1(CCC1)C1=CC=C(C=C1)C1=NC=2N(C=C1C1=CC=CC=C1)N=C(C2)C2=CC=CC=C2)=O ({1-[4-(2,6-Diphenyl-pyrazolo[1,5-a]pyrimidin-5-yl)-phenyl]-cyclobutyl}-carbamic Acid Tert-butyl Ester). As a reaction SMILES: [C:1]([O:5][C:6](=[O:31])[NH:7][C:8]1([C:12]2[CH:17]=[CH:16][C:15]([C:18](=O)[C:19]([C:24]3[CH:29]=[CH:28][CH:27]=[CH:26][CH:25]=3)=[CH:20]N(C)C)=[CH:14][CH:13]=2)[CH2:11][CH2:10][CH2:9]1)([CH3:4])([CH3:3])[CH3:2].[C:32]1([C:38]2[CH:39]=[C:40]([NH2:43])[NH:41][N:42]=2)[CH:37]=[CH:36][CH:35]=[CH:34][CH:33]=1>C(O)(=O)C.C(O)C.C(Cl)Cl>[C:1]([O:5][C:6](=[O:31])[NH:7][C:8]1([C:12]2[CH:13]=[CH:14][C:15]([C:18]3[C:19]([C:24]4[CH:29]=[CH:28][CH:27]=[CH:26][CH:25]=4)=[CH:20][N:41]4[N:42]=[C:38]([C:32]5[CH:33]=[CH:34][CH:35]=[CH:36][CH:37]=5)[CH:39]=[C:40]4[N:43]=3)=[CH:16][CH:17]=2)[CH2:9][CH2:10][CH2:11]1)([CH3:4])([CH3:2])[CH3:3]. Procedure: A mixture of 1 (250 mg, 0.59 mmol) and 5-Phenyl-2H-pyrazol-3-ylamine (96 mg, 0.59 mmol) in acetic acid (0.4 mL) and ethanol (1.6 mL) was heated under reflux for 6 hours. After cooling, the mixture was diluted with 15 mL of DCM, the combined organic phase was washed with NaHCO3 aq. and brine, dried over anhydrous Na2SO4 and concentrated. The residue was purified by prep.TLC to give 9-1. Reactants: O (water), C(C)(=O)SCC(=O)O (2-(acetylthio)acetic acid), C(CCl)Cl (EDC), N1(CCCCC1)CC=1C=C(OCCCN)C=CC1 (3-{3-(piperidinomethyl)phenoxy}propylamine). The solvent is ClCCl (dichloromethane), ClCCl (dichloromethane). The product is N1(CCCCC1)CC=1C=C(OCCCNC(CSC(C)=O)=O)C=CC1 (N-[3-{3-(piperidinomethyl)phenoxy}propyl]-2-(acetylthio)acetamide). As a reaction SMILES: [N:1]1([CH2:7][C:8]2[CH:9]=[C:10]([CH:16]=[CH:17][CH:18]=2)[O:11][CH2:12][CH2:13][CH2:14][NH2:15])[CH2:6][CH2:5][CH2:4][CH2:3][CH2:2]1.[C:19]([S:22][CH2:23][C:24](O)=[O:25])(=[O:21])[CH3:20].C(Cl)CCl.O>ClCCl>[N:1]1([CH2:7][C:8]2[CH:9]=[C:10]([CH:16]=[CH:17][CH:18]=2)[O:11][CH2:12][CH2:13][CH2:14][NH:15][C:24](=[O:25])[CH2:23][S:22][C:19](=[O:21])[CH3:20])[CH2:6][CH2:5][CH2:4][CH2:3][CH2:2]1. Reported procedure: 2.94 g of 3-{3-(piperidinomethyl)phenoxy}propylamine was dissolved in 80 ml of dichloromethane, and stirred under cooling in an ice bath. 1.60 g of 2-(acetylthio)acetic acid and 2.26 g of EDC were added to this solution, and stirred at 0° C. for 30 minutes then at room temperature overnight. 100 ml of water and 50 ml of dichloromethane were added to the reaction solution, and extraction was carried out. The dichloromethane layer was washed twice with water, and dried over anhydrous magnesium sul... Starting materials: ClCCC(CC)O (1-chloro-3-pentanol), [Si](C)(C)(C(C)(C)C)Cl (tert-butyldimethylsilyl chloride), N1C=NC=C1 (imidazole). Solvent: CN(C=O)C (dimethylformamide). The product is ClCCC(O[Si](C)(C)C(C)(C)C)CC ((3-chloro-1-ethylpropoxy)(1,1-dimethylethyl)dimethylsilane). Reaction SMILES: [Cl:1][CH2:2][CH2:3][CH:4]([OH:7])[CH2:5][CH3:6].[Si:8](Cl)([C:11]([CH3:14])([CH3:13])[CH3:12])([CH3:10])[CH3:9].N1C=CN=C1>CN(C)C=O>[Cl:1][CH2:2][CH2:3][CH:4]([CH2:5][CH3:6])[O:7][Si:8]([C:11]([CH3:14])([CH3:13])[CH3:12])([CH3:10])[CH3:9]. Reported procedure: Using the procedure of Example 6A substituting 1-chloro-3-pentanol (50 g, 0.41 moles), tert-butyldimethylsilyl chloride (71, 0.47 moles), imidazole (32.6 g, 0.48 moles), and dimethylformamide (150 ml), there is obtained (3-chloro-1-ethylpropoxy)(1,1-dimethylethyl)dimethylsilane. The crude product is fractionally distilled under vacuum leaving a clear, colorless oil (78 g, 0.33 moles), BP 48° C./0.1 mm. Starting materials: FC(OC=1C=C(N)C=CC1)(F)F (3-(trifluoromethoxy)aniline), BrCC#N (bromoacetonitrile), [I-].[Na+] (sodium iodide), C([O-])([O-])=O.[Na+].[Na+] (sodium carbonate). The solvent is CC#N (CH3CN). Product: FC(OC=1C=C(C=CC1)NCC#N)(F)F ((3-Trifluoromethoxy-phenylamino)-acetonitrile). The yield is 74.2%. Reaction SMILES: [F:1][C:2]([F:12])([F:11])[O:3][C:4]1[CH:5]=[C:6]([CH:8]=[CH:9][CH:10]=1)[NH2:7].Br[CH2:14][C:15]#[N:16].[I-].[Na+].C(=O)([O-])[O-].[Na+].[Na+]>CC#N>[F:1][C:2]([F:11])([F:12])[O:3][C:4]1[CH:5]=[C:6]([NH:7][CH2:14][C:15]#[N:16])[CH:8]=[CH:9][CH:10]=1 |f:2.3,4.5.6|. Reported procedure: A mixture of 3-(trifluoromethoxy)aniline (1.00 g, 5.64 mmol), bromoacetonitrile (745 mg, 6.21 mmol), sodium iodide (1.86 g, 12.4 mmol), and sodium carbonate (858 mg, 6.21 mmol) in CH3CN (15 mL) was heated at reflux for 18 h, then partitioned between water and EtOAc. The organic layer was washed with brine, dried (MgSO4), filtered, and evaporated. Chromatography (SiO2; heptane/EtOAc gradient) afforded the title compound (904 mg, 74%). Brown liquid, MS: 215.2 (M+H)+.